This data is from the Open Reaction Database (ORD), a public repository of structured organic reaction records. The task is: describe an organic reaction: reactants, conditions, products, and yield The reactants are C(C1=CC=CC=C1)C1=C(C2=C(S1)C=CC=C2)C2=CC=C(C=C2)C2=CC(=C(C=C2)O)C2=CC=C(C=C2)OC (4-(2-benzyl-benzo[b]thiophene-3-yl)-4″-methoxy-[1,1′;3′,1″]terphenyl-4′-ol), COC([C@@H](O)CC1=CC=CC=C1)=O ((S)-(−)-3-phenyllactic acid methyl ester). The product is C(C1=CC=CC=C1)C1=C(C2=C(S1)C=CC=C2)C2=CC=C(C=C2)C2=CC(=C(C=C2)O[C@@H](C(=O)O)CC2=CC=CC=C2)C2=CC=C(C=C2)OC ((2R)-2-[4-(2-Benzyl-benzo[b]thiophene-3-yl)-4″-methoxy-[1,1′;3′,1″]terphenyl-4′-yloxy]-3-phenyl-propionic acid). Reaction SMILES: [CH2:1]([C:8]1[S:12][C:11]2[CH:13]=[CH:14][CH:15]=[CH:16][C:10]=2[C:9]=1[C:17]1[CH:22]=[CH:21][C:20]([C:23]2[CH:28]=[CH:27][C:26]([OH:29])=[C:25]([C:30]3[CH:35]=[CH:34][C:33]([O:36][CH3:37])=[CH:32][CH:31]=3)[CH:24]=2)=[CH:19][CH:18]=1)[C:2]1[CH:7]=[CH:6][CH:5]=[CH:4][CH:3]=1.C[O:39][C:40](=[O:50])[C@H:41]([CH2:43][C:44]1[CH:49]=[CH:48][CH:47]=[CH:46][CH:45]=1)O>>[CH2:1]([C:8]1[S:12][C:11]2[CH:13]=[CH:14][CH:15]=[CH:16][C:10]=2[C:9]=1[C:17]1[CH:22]=[CH:21][C:20]([C:23]2[CH:28]=[CH:27][C:26]([O:29][C@H:41]([CH2:43][C:44]3[CH:49]=[CH:48][CH:47]=[CH:46][CH:45]=3)[C:40]([OH:50])=[O:39])=[C:25]([C:30]3[CH:31]=[CH:32][C:33]([O:36][CH3:37])=[CH:34][CH:35]=3)[CH:24]=2)=[CH:19][CH:18]=1)[C:2]1[CH:3]=[CH:4][CH:5]=[CH:6][CH:7]=1. Reported procedure: The title compound was prepared from 4-(2-benzyl-benzo[b]thiophene-3-yl)-4″-methoxy-[1,1′;3′,1″]terphenyl-4′-ol, and (S)-(−)-3-phenyllactic acid methyl ester, in substantially the same manner, as described in Example 1, steps g-h, and was obtained as a white solid, mp 82-84° C.; MS m/e 645 (M−H)+; The reactants are BrC1CCCC1, CCCCO, O=C(Cc1ccccc1)N(c1ccc(Cl)cc1)C1CCNCC1, [I-], [K+], [Na+], [Na+], O=C([O-])[O-]. RXN SMILES: [Br:32][CH:33]1[CH2:34][CH2:35][CH2:36][CH2:37]1.[CH2:38]([OH:39])[CH2:40][CH2:41][CH3:42].[Cl:1][c:2]1[cH:3][cH:4][c:5]([N:8]([C:9]([CH2:10][c:11]2[cH:12][cH:13][cH:14][cH:15][cH:16]2)=[O:17])[CH:18]2[CH2:19][CH2:20][NH:21][CH2:22][CH2:23]2)[cH:6][cH:7]1.[I-:31].[K+:30].[Na+:24].[Na+:25].[O-:26][C:27](=[O:28])[O-:29]>>[Cl:1][c:2]1[cH:3][cH:4][c:5]([N:8]([C:9]([CH2:10][c:11]2[cH:12][cH:13][cH:14][cH:15][cH:16]2)=[O:17])[CH:18]2[CH2:19][CH2:20][N:21]([CH:33]3[CH2:34][CH2:35][CH2:36][CH2:37]3)[CH2:22][CH2:23]2)[cH:6][cH:7]1. The product is O=C(Cc1ccccc1)N(c1ccc(Cl)cc1)C1CCN(C2CCCC2)CC1.